From a dataset of the Open Reaction Database (ORD), a public repository of structured organic reaction records. describe an organic reaction: reactants, conditions, products, and yield Starting materials: O=C(Cl)c1cccc([N+](=O)[O-])c1Cl, Nc1nnn[nH]1, C1CCOC1, O, O. The product is O=C(Nc1nnn[nH]1)c1cccc([N+](=O)[O-])c1Cl. As a reaction SMILES: [Cl:1][c:2]1[c:3]([C:4](=[O:5])[Cl:6])[cH:7][cH:8][cH:9][c:10]1[N+:11](=[O:12])[O-:13].[NH2:15][c:16]1[n:17][n:18][n:19][nH:20]1.[O:21]1[CH2:22][CH2:23][CH2:24][CH2:25]1.[OH2:14].[OH2:26]>>[Cl:1][c:2]1[c:3]([C:4](=[O:5])[NH:15][c:16]2[n:17][n:18][n:19][nH:20]2)[cH:7][cH:8][cH:9][c:10]1[N+:11](=[O:12])[O-:13].